From a dataset of the Open Reaction Database (ORD), a public repository of structured organic reaction records. describe an organic reaction: reactants, conditions, products, and yield The reactants are C1(CC1)N1C=C(C(C2=C(C(=C(C(=C12)F)F)F)N)=O)C(=O)O (1-cyclopropyl-5-amino-6,7,8-trifluoro-1,4- dihydro-4-oxoquinoline-3-carboxylic acid), OCC=1C=C2CNCC2=CC1 (5-hydroxymethylisoindoline), C1CCC2=NCCCN2CC1 (DBU). Run in CN(C)C=O (DMF). Yields the product OCC=1C=C2CN(CC2=CC1)C1=C(C(=C2C(C(=CN(C2=C1F)C1CC1)C(=O)O)=O)N)F (7-(5-hydroxymethyl-2-isoindolinyl)-1-cyclopropyl-5-amino-6,8-difluoro-1,4-dihydro-4-oxoquinoline-3-carboxylic acid). Isolated yield 24.8%. Reaction SMILES: [CH:1]1([N:4]2[C:13]3[C:8](=[C:9]([NH2:17])[C:10]([F:16])=[C:11](F)[C:12]=3[F:14])[C:7](=[O:18])[C:6]([C:19]([OH:21])=[O:20])=[CH:5]2)[CH2:3][CH2:2]1.[OH:22][CH2:23][C:24]1[CH:25]=[C:26]2[C:30](=[CH:31][CH:32]=1)[CH2:29][NH:28][CH2:27]2.C1CCN2C(=NCCC2)CC1>CN(C=O)C>[OH:22][CH2:23][C:24]1[CH:25]=[C:26]2[C:30](=[CH:31][CH:32]=1)[CH2:29][N:28]([C:11]1[C:12]([F:14])=[C:13]3[C:8]([C:7](=[O:18])[C:6]([C:19]([OH:21])=[O:20])=[CH:5][N:4]3[CH:1]3[CH2:3][CH2:2]3)=[C:9]([NH2:17])[C:10]=1[F:16])[CH2:27]2. Reported procedure: 298 mg of 1-cyclopropyl-5-amino-6,7,8-trifluoro-1,4- dihydro-4-oxoquinoline-3-carboxylic acid, 179 mg of 5-hydroxymethylisoindoline, 304 mg of DBU, and 2 ml of anhydrous DMF were processed in the same manner as in Example 20 to produce 106 mg of the target compound. Starting materials: [N+](=O)([O-])C1=CC=C(C=C1)C(C(CN(C)C)N1CCC(CC1)CC1=CC=CC=C1)O (1-(p-nitro-phenyl)-2-(4-benzylpiperidin-1-yl)-3-dimethylaminopropan-1-ol). The reagents and catalysts are [Pd] (Pd/C). Solvent: C(C)O (ethanol). Yields the product NC1=CC=C(C=C1)C(C(CN(C)C)N1CCC(CC1)CC1=CC=CC=C1)O (1-(p-amino-phenyl)-2-(4-benzylpiperidin-1-yl) -3-dimethylaminopropan-1-ol). Reaction SMILES: [N+:1]([C:4]1[CH:9]=[CH:8][C:7]([CH:10]([OH:29])[CH:11]([N:16]2[CH2:21][CH2:20][CH:19]([CH2:22][C:23]3[CH:28]=[CH:27][CH:26]=[CH:25][CH:24]=3)[CH2:18][CH2:17]2)[CH2:12][N:13]([CH3:15])[CH3:14])=[CH:6][CH:5]=1)([O-])=O>C(O)C.[Pd]>[NH2:1][C:4]1[CH:9]=[CH:8][C:7]([CH:10]([OH:29])[CH:11]([N:16]2[CH2:17][CH2:18][CH:19]([CH2:22][C:23]3[CH:24]=[CH:25][CH:26]=[CH:27][CH:28]=3)[CH2:20][CH2:21]2)[CH2:12][N:13]([CH3:15])[CH3:14])=[CH:6][CH:5]=1. Reported procedure: A solution of 5 g (+) threo 1-(p-nitro-phenyl)-2-(4-benzylpiperidin-1-yl)-3-dimethylaminopropan-1-ol and 0.5 g of Pd/C 10% in 50 ml of ethanol was hydrogenated at normal pressure at 50° C. After removal of the catalist, the solution was concentrated to small volume affording 3.1 g of (+) threo 1-(p-amino-phenyl)-2-(4-benzylpiperidin-1-yl) -3-dimethylaminopropan-1-ol, m.p. 121-125° C. Starting materials: CC1=CC=C(SCC#N)C=C1 (4-methylthiophenoxyacetonitrile), C1(=CC=C(C=C1)S(=O)(=O)O)C.C(CN)N (ethylenediamine p-toluenesulfonate). Run in ClC1=C(C=CC=C1)Cl (1,2-dichlorobenzene), C(Cl)Cl (CH2Cl2). Product: CC=1C=CC(=CC1)S(=O)(=O)O (p-toluenesulfonate). RXN SMILES: CC1C=CC(SCC#N)=CC=1.[C:12]1([CH3:22])[CH:17]=[CH:16][C:15]([S:18]([OH:21])(=[O:20])=[O:19])=[CH:14][CH:13]=1.C(N)CN>ClC1C=CC=CC=1Cl.C(Cl)Cl>[CH3:22][C:12]1[CH:17]=[CH:16][C:15]([S:18]([OH:21])(=[O:20])=[O:19])=[CH:14][CH:13]=1 |f:1.2|. Procedure details: A mixture of 27 g of 4-methylthiophenoxyacetonitrile and 35 g of ethylenediamine p-toluenesulfonate in 50 ml of 1,2-dichlorobenzene was heated at 158°-180° C. for about 45 minutes. The reaction mixture was cooled, diluted with CH2Cl2 and filtered to obtain the p-toluenesulfonate salt. After washing with CH2Cl2, the p-toluenesulfonate salt was slurried with water and then 40 ml of an aqueous 5 normal (N) sodium hydroxide solution added to the slurry. Extracting the mixture with CH2Cl2 and then ev... Reactants: CC(C)C(N)C(=O)OC(C)(C)C, CCN(C(C)C)C(C)C, Cl, CC(NC(=O)OCc1ccccc1)C(=O)Oc1ccc([N+](=O)[O-])cc1, CN(C)C=O. The product is CC(NC(=O)OCc1ccccc1)C(=O)NC(C(=O)OC(C)(C)C)C(C)C. As a reaction SMILES: [C:2]([CH3:3])([CH3:4])([CH3:5])[O:6][C:7]([CH:8]([NH2:9])[CH:10]([CH3:11])[CH3:12])=[O:13].[CH:14]([N:15]([CH2:16][CH3:17])[CH:18]([CH3:19])[CH3:20])([CH3:21])[CH3:22].[ClH:1].[N+:23]([c:24]1[cH:25][cH:26][c:27]([O:32][C:33](=[O:28])[CH:34]([NH:35][C:36](=[O:37])[O:38][CH2:39][c:40]2[cH:41][cH:42][cH:43][cH:44][cH:45]2)[CH3:46])[cH:29][cH:30]1)([O-:31])=[O:47].[O:48]=[CH:49][N:50]([CH3:51])[CH3:52]>>[C:2]([CH3:3])([CH3:4])([CH3:5])[O:6][C:7]([CH:8]([NH:9][C:33](=[O:32])[CH:34]([NH:35][C:36](=[O:37])[O:38][CH2:39][c:40]1[cH:41][cH:42][cH:43][cH:44][cH:45]1)[CH3:46])[CH:10]([CH3:11])[CH3:12])=[O:13]. Reactants: NC1=CC=C(C=C1)C(C(=O)O)N1CCN(CCN(CCN(CC1)CC(=O)O)CC(=O)O)CC(=O)O (α-(4-aminophenyl)-1,4,7,10-tetraazacyclododecane-1,4,7,10-tetraacetic acid), 153Sm, C1CN(CCN1CCO)CCS(=O)(=O)O (HEPES), C(=S)(Cl)Cl (thiophosgen), C(Cl)(Cl)Cl (chloroform), C(Cl)(Cl)Cl (chloroform). The solvent is Cl (HCl). Product: N(=C=S)C1=CC=C(C=C1)C(C(=O)O)N1CCN(CCN(CCN(CC1)CC(=O)O)CC(=O)O)CC(=O)O (α-(4-isothiocyanatophenyl)-1,4,7,10-tetraazacyclododecane-1,4,7,10-tetraacetic acid). Reaction SMILES: [NH2:1][C:2]1[CH:7]=[CH:6][C:5]([CH:8]([N:12]2[CH2:23][CH2:22][N:21]([CH2:24][C:25]([OH:27])=[O:26])[CH2:20][CH2:19][N:18]([CH2:28][C:29]([OH:31])=[O:30])[CH2:17][CH2:16][N:15]([CH2:32][C:33]([OH:35])=[O:34])[CH2:14][CH2:13]2)[C:9]([OH:11])=[O:10])=[CH:4][CH:3]=1.C1N(CCO)CCN(C[CH2:46][S:47](O)(=O)=O)C1.C(Cl)(Cl)=S.C(Cl)(Cl)Cl>Cl>[N:1]([C:2]1[CH:7]=[CH:6][C:5]([CH:8]([N:12]2[CH2:13][CH2:14][N:15]([CH2:32][C:33]([OH:35])=[O:34])[CH2:16][CH2:17][N:18]([CH2:28][C:29]([OH:31])=[O:30])[CH2:19][CH2:20][N:21]([CH2:24][C:25]([OH:27])=[O:26])[CH2:22][CH2:23]2)[C:9]([OH:11])=[O:10])=[CH:4][CH:3]=1)=[C:46]=[S:47]. Procedure: To a solution of α-(4-aminophenyl)-1,4,7,10-tetraazacyclododecane-1,4,7,10-tetraacetic acid, samarium-153 complex prepared from 220 μl of 153Sm solution in 0.1N HCl were added 2 μl of HEPES buffer (0.5M, pH 8.9), 2 μl of thiophosgen and 200 μl of chloroform. It was vortexed vigorously 2 or 3 times for a few seconds each time. The chloroform layer was discarded and the aqueous layer which contained mainly the desired product was saved and further purified. The yield of α-(4-isothiocyanatophenyl)-... The reactants are COc1cc(Cl)c(CBr)c(Cl)c1, CC(C)[N-]C(C)C, O=C1CCCN1C1CCCCC1, [Cl-], [Li+], [NH4+], C1CCOC1. The product is COc1cc(Cl)c(CC2CCN(C3CCCCC3)C2=O)c(Cl)c1. Reaction SMILES: [Br:21][CH2:22][c:23]1[c:24]([Cl:32])[cH:25][c:26]([O:30][CH3:31])[cH:27][c:28]1[Cl:29].[CH3:14][CH:15]([N-:16][CH:17]([CH3:18])[CH3:19])[CH3:20].[CH:1]1([N:7]2[C:8](=[O:12])[CH2:9][CH2:10][CH2:11]2)[CH2:2][CH2:3][CH2:4][CH2:5][CH2:6]1.[Cl-:33].[Li+:13].[NH4+:34].[O:35]1[CH2:36][CH2:37][CH2:38][CH2:39]1>>[CH:1]1([N:7]2[C:8](=[O:12])[CH:9]([CH2:22][c:23]3[c:24]([Cl:32])[cH:25][c:26]([O:30][CH3:31])[cH:27][c:28]3[Cl:29])[CH2:10][CH2:11]2)[CH2:2][CH2:3][CH2:4][CH2:5][CH2:6]1. The reactants are N (ammonia), CCN=C=NCCCN(C)C.Cl (EDC.HCl), C=1C=CC2=C(C1)N=NN2O (HOBt), ClC=1C=NC=C(C1NC1=CC(OC2=C(C(=CC=C12)OC)OCC(=O)O)=O)Cl (2-(4-(3,5-Dichloropyridin-4-ylamino)-7-methoxy-2-oxo-2H-chromen-8-yloxy)acetic acid). The reagents and catalysts are CN(C)C=1C=CN=CC1 (DMAP). Solvent: C1CCOC1 (THF), N1=CC=CC=C1 (pyridine). Run at temperature 40 celsius, time 5 minute. The product is ClC=1C=NC=C(C1NC1=CC(OC2=C(C(=CC=C12)OC)OCC(=O)N)=O)Cl (2-(4-(3,5-dichloropyridin-4-ylamino)-7-methoxy-2-oxo-2H-chromen-8-yloxy)acetamide). RXN SMILES: CC[N:3]=C=NCCCN(C)C.Cl.C1C=CC2N(O)N=NC=2C=1.[Cl:23][C:24]1[CH:25]=[N:26][CH:27]=[C:28]([Cl:49])[C:29]=1[NH:30][C:31]1[C:40]2[C:35](=[C:36]([O:43][CH2:44][C:45]([OH:47])=O)[C:37]([O:41][CH3:42])=[CH:38][CH:39]=2)[O:34][C:33](=[O:48])[CH:32]=1.N>CN(C1C=CN=CC=1)C.C1COCC1.N1C=CC=CC=1>[Cl:23][C:24]1[CH:25]=[N:26][CH:27]=[C:28]([Cl:49])[C:29]=1[NH:30][C:31]1[C:40]2[C:35](=[C:36]([O:43][CH2:44][C:45]([NH2:3])=[O:47])[C:37]([O:41][CH3:42])=[CH:38][CH:39]=2)[O:34][C:33](=[O:48])[CH:32]=1 |f:0.1|. Procedure: EDC.HCl (85.8 mg, 0.37 mmol), HOBt (49.4 mg, 0.37 mmol), and DMAP (cat.) were sequentially added to a solution of 2-(4-(3,5-dichloropyridin-4-ylamino)-7-methoxy-2-oxo-2H-chromen-8-yloxy)acetic acid (100 mg, 0.24 mmol, Example 49) and pyridine (10 mL). After 5 min, a saturated solution of ammonia in THF (10 mL) was added, and the reaction was heated at 40° C. overnight. The reaction was allowed to cool to rt, concentrated to remove THF, and then 2N HCl was added to pH=3. The precipitate was filte... Starting materials: FC=1C=C(C=C(C1)F)CC(=O)N[C@@H](C)C(=O)O (N-(3,5-difluorophenylacetyl)-L-alanine), NC(C(=O)OC)C=1SC2=C(C1)CCCC2 (methyl 2-amino-2-(4,5,6,7-tetrahydrobenzothiophen-2-yl)acetate), C(=O)(OC(C)(C)C)NC(C(=O)O)C=1SC2=C(C1)CCCC2 (N-Boc-2-amino-2-(4,5,6,7-tetrahydrobenzothiophen-2-yl)acetic acid). Yields the product FC=1C=C(C=C(C1)F)CC(=O)N[C@@H](C)C(=O)NC(C(=O)OC)C=1SC2=C(C1)CCCC2 (Methyl N-[N-(3,5-Difluorophenylacetyl)-L-alaninyl]-2-amino-2-(4,5,6,7-tetrahydrobenzothiophen-2-yl)acetate). Reaction SMILES: [F:1][C:2]1[CH:3]=[C:4]([CH2:9][C:10]([NH:12][C@H:13]([C:15]([OH:17])=O)[CH3:14])=[O:11])[CH:5]=[C:6]([F:8])[CH:7]=1.[NH2:18][CH:19]([C:24]1[S:25][C:26]2[CH2:32][CH2:31][CH2:30][CH2:29][C:27]=2[CH:28]=1)[C:20]([O:22][CH3:23])=[O:21].C(NC(C1SC2CCCCC=2C=1)C(O)=O)(OC(C)(C)C)=O>>[F:8][C:6]1[CH:5]=[C:4]([CH2:9][C:10]([NH:12][C@H:13]([C:15]([NH:18][CH:19]([C:24]2[S:25][C:26]3[CH2:32][CH2:31][CH2:30][CH2:29][C:27]=3[CH:28]=2)[C:20]([O:22][CH3:23])=[O:21])=[O:17])[CH3:14])=[O:11])[CH:3]=[C:2]([F:1])[CH:7]=1. Procedure details: Following General Procedure C and using N-(3,5-difluorophenylacetyl)-L-alanine (from Example B2 above) and methyl 2-amino-2-(4,5,6,7-tetrahydrobenzothiophen-2-yl)acetate (prepared from N-Boc-2-amino-2-(4,5,6,7-tetrahydrobenzothiophen-2-yl)acetic acid [CAS 95361-97-0] using General Procedures G above and the Boc removal procedure described in Example D3 above), the title compound was prepared as a solid. The product was purified by tituration using Et2O/hexanes. Reactants: BrC1=CC(=C(C=C1OC(C)C)N1C(NC(=CC1=O)C(F)(F)F)=O)F (3-(4-bromo-2-fluoro-5-isopropoxyphenyl)-6-trifluoromethyl-2,4(1H,3H)-pyrimidinedione), C([O-])([O-])=O.[K+].[K+] (potassium carbonate), CI (methyl iodide). Run in C(C)#N (acetonitrile). The product is BrC1=CC(=C(C=C1OC(C)C)N1C(N(C(=CC1=O)C(F)(F)F)C)=O)F (3-(4-bromo-2-fluoro-5-isopropoxyphenyl)-1-methyl-6-trifluoromethyl-2,4(1H,3H)-pyrimidinedione). As a reaction SMILES: [Br:1][C:2]1[C:7]([O:8][CH:9]([CH3:11])[CH3:10])=[CH:6][C:5]([N:12]2[C:17](=[O:18])[CH:16]=[C:15]([C:19]([F:22])([F:21])[F:20])[NH:14][C:13]2=[O:23])=[C:4]([F:24])[CH:3]=1.[C:25](=O)([O-])[O-].[K+].[K+].CI>C(#N)C>[Br:1][C:2]1[C:7]([O:8][CH:9]([CH3:11])[CH3:10])=[CH:6][C:5]([N:12]2[C:17](=[O:18])[CH:16]=[C:15]([C:19]([F:22])([F:21])[F:20])[N:14]([CH3:25])[C:13]2=[O:23])=[C:4]([F:24])[CH:3]=1 |f:1.2.3|. Procedure: using 3-(4-bromo-2-fluoro-5-isopropoxyphenyl)-6-trifluoromethyl-2,4(1H,3H)-pyrimidinedione with potassium carbonate and methyl iodide in acetonitrile there is obtained 3-(4-bromo-2-fluoro-5-isopropoxyphenyl)-1-methyl-6-trifluoromethyl-2,4(1H,3H)-pyrimidinedione, m.p. 79° C.; The reactants are CCN=C=NCCCN(C)C, ClCCl, CC(C)(C)OC(=O)N1CCC(CNC(=O)CN)CC1, Nc1ccc(Cl)cc1C(=O)O, [Na+], [OH-], On1nnc2ccccc21. The product is CC(C)(C)OC(=O)N1CCC(CNC(=O)CNC(=O)c2cc(Cl)ccc2N)CC1. RXN SMILES: [CH3:31][CH2:32][N:33]=[C:34]=[N:35][CH2:36][CH2:37][CH2:38][N:39]([CH3:40])[CH3:41].[Cl:54][CH2:55][Cl:56].[NH2:1][CH2:2][C:3](=[O:4])[NH:5][CH2:6][CH:7]1[CH2:8][CH2:9][N:10]([C:13](=[O:14])[O:15][C:16]([CH3:17])([CH3:18])[CH3:19])[CH2:11][CH2:12]1.[NH2:20][c:21]1[c:22]([C:23](=[O:24])[OH:25])[cH:26][c:27]([Cl:30])[cH:28][cH:29]1.[Na+:53].[OH-:52].[OH:42][n:43]1[c:44]2[c:45]([cH:46][cH:47][cH:48][cH:49]2)[n:50][n:51]1>>[NH:1]([CH2:2][C:3](=[O:4])[NH:5][CH2:6][CH:7]1[CH2:8][CH2:9][N:10]([C:13](=[O:14])[O:15][C:16]([CH3:17])([CH3:18])[CH3:19])[CH2:11][CH2:12]1)[C:23]([c:22]1[c:21]([NH2:20])[cH:29][cH:28][c:27]([Cl:30])[cH:26]1)=[O:24].